describe an organic reaction: reactants, conditions, products, and yield From a dataset of the Open Reaction Database (ORD), a public repository of structured organic reaction records. Reactants: COC(\C=C/C(=O)O)=O (maleic acid monomethyl ester), OC(CS)(CCCCC)C (2-hydroxy-2-methylheptane-1-thiol), N1=CC=CC=C1 (pyridine). Solvent: C(Cl)Cl (methylene chloride). Conditions: time 3 hour. The product is COC(CC(SCC(CCCCC)(C)O)C(=O)O)=O (6-hydroxy-3-hydroxycarbonyl-6-methyl-4-thiaundecanoic acid methyl ester). RXN SMILES: [CH3:1][O:2][C:3](=[O:9])/[CH:4]=[CH:5]\[C:6]([OH:8])=[O:7].[OH:10][C:11]([CH3:19])([CH2:14][CH2:15][CH2:16][CH2:17][CH3:18])[CH2:12][SH:13].N1C=CC=CC=1>C(Cl)Cl>[CH3:1][O:2][C:3](=[O:9])[CH2:4][CH:5]([C:6]([OH:8])=[O:7])[S:13][CH2:12][C:11]([OH:10])([CH3:19])[CH2:14][CH2:15][CH2:16][CH2:17][CH3:18]. Reported procedure: A mixture of 2.6 g of maleic acid monomethyl ester, 3.2 g of 2-hydroxy-2-methylheptane-1-thiol, 0.5 ml of pyridine and 120 ml of methylene chloride is stirred for 3 hours at 30°. After the usual working up, 6-hydroxy-3-hydroxycarbonyl-6-methyl-4-thiaundecanoic acid methyl ester is obtained.